This data is from the Open Reaction Database (ORD), a public repository of structured organic reaction records. The task is: describe an organic reaction: reactants, conditions, products, and yield Reactants: COC(=O)CCc1ccc(C(=O)CBr)cc1, CC#N, c1cc(N2CCNCC2)ccn1. Product: COC(=O)CCc1ccc(C(=O)CN2CCN(c3ccncc3)CC2)cc1. As a reaction SMILES: [Br:1][CH2:2][C:3](=[O:4])[c:5]1[cH:6][cH:7][c:8]([CH2:11][CH2:12][C:13](=[O:14])[O:15][CH3:16])[cH:9][cH:10]1.[CH3:29][C:30]#[N:31].[n:17]1[cH:18][cH:19][c:20]([N:23]2[CH2:24][CH2:25][NH:26][CH2:27][CH2:28]2)[cH:21][cH:22]1>>[CH2:2]([C:3](=[O:4])[c:5]1[cH:6][cH:7][c:8]([CH2:11][CH2:12][C:13](=[O:14])[O:15][CH3:16])[cH:9][cH:10]1)[N:26]1[CH2:25][CH2:24][N:23]([c:20]2[cH:19][cH:18][n:17][cH:22][cH:21]2)[CH2:28][CH2:27]1. Starting materials: COC(=O)Cc1ccc(N(C)C(=O)OC(C)(C)C)cc1, CO, [Li+], [OH-]. Product: CN(C(=O)OC(C)(C)C)c1ccc(CC(=O)O)cc1. As a reaction SMILES: [CH3:1][O:2][C:3]([CH2:4][c:5]1[cH:6][cH:7][c:8]([N:11]([CH3:12])[C:13](=[O:14])[O:15][C:16]([CH3:17])([CH3:18])[CH3:19])[cH:9][cH:10]1)=[O:20].[CH3:23][OH:24].[Li+:21].[OH-:22]>>[O:2]=[C:3]([CH2:4][c:5]1[cH:6][cH:7][c:8]([N:11]([CH3:12])[C:13](=[O:14])[O:15][C:16]([CH3:17])([CH3:18])[CH3:19])[cH:9][cH:10]1)[OH:20]. Starting materials: CC(C(COC1=CC(=NN1C1=C(C=CC=C1)F)C(=O)N[C@@H](CC(=O)O)C1=C(C=CC=C1)C)=O)(C)C ((S)-3-{[5-(3,3-dimethyl-2-oxo-butoxy)-1-(2-fluoro-phenyl)-1H-pyrazole-3-carbonyl]-amino}-3-o-tolyl-propionic acid), [BH4-].[Na+] (sodium borohydride). The solvent is C(Cl)Cl (DCM). Conditions: time 8 hour. The product is FC1=C(C=CC=C1)N1N=C(C=C1OCC(C(C)(C)C)O)C(=O)N[C@@H](CC(=O)O)C1=C(C=CC=C1)C ((S)-3-{[1-(2-Fluoro-phenyl)-5-(2-hydroxy-3,3-dimethyl-butoxy)-1H-pyrazole-3-carbonyl]-amino}-3-o-tolyl-propionic acid). As a reaction SMILES: [CH3:1][C:2]([CH3:35])([CH3:34])[C:3](=[O:33])[CH2:4][O:5][C:6]1[N:10]([C:11]2[CH:16]=[CH:15][CH:14]=[CH:13][C:12]=2[F:17])[N:9]=[C:8]([C:18]([NH:20][C@H:21]([C:26]2[CH:31]=[CH:30][CH:29]=[CH:28][C:27]=2[CH3:32])[CH2:22][C:23]([OH:25])=[O:24])=[O:19])[CH:7]=1.[BH4-].[Na+]>C(Cl)Cl>[F:17][C:12]1[CH:13]=[CH:14][CH:15]=[CH:16][C:11]=1[N:10]1[C:6]([O:5][CH2:4][CH:3]([OH:33])[C:2]([CH3:35])([CH3:34])[CH3:1])=[CH:7][C:8]([C:18]([NH:20][C@H:21]([C:26]2[CH:31]=[CH:30][CH:29]=[CH:28][C:27]=2[CH3:32])[CH2:22][C:23]([OH:25])=[O:24])=[O:19])=[N:9]1 |f:1.2|. Reported procedure: 50 mg (0.1 mmol) of (S)-3-{[5-(3,3-dimethyl-2-oxo-butoxy)-1-(2-fluoro-phenyl)-1H-pyrazole-3-carbonyl]-amino}-3-o-tolyl-propionic acid were dissolved in 5 ml of DCM and 0.05 mmol of sodium borohydride were added. The mixture was stirred at room temperature overnight. The solvent was removed in vacuo and the residue subjected to preparative HPLC to given 52% of the title compound. Reactants: O (Water), IC1=CC=2C(=NC=C3C2N(N=C3)C)N1S(=O)(=O)C1=CC=C(C)C=C1 (7-iodo-1-methyl-6-tosyl-1,6-dihydropyrazolo[3,4-d]pyrrolo[2,3-b]pyridine), C(C)(C)[Mg]Br (i-PrMgBr), BrC1=CN=C2N1CCC2 (3-bromo-6,7-dihydro-5H-pyrrolo[1,2-a]imidazole). Reagents/catalysts: C=1C=CC(=CC1)[P](C=2C=CC=CC2)(C=3C=CC=CC3)[Pd]([P](C=4C=CC=CC4)(C=5C=CC=CC5)C=6C=CC=CC6)([P](C=7C=CC=CC7)(C=8C=CC=CC8)C=9C=CC=CC9)[P](C=1C=CC=CC1)(C=1C=CC=CC1)C=1C=CC=CC1 (Pd(Ph3P)4), [Cl-].[Zn+2].[Cl-] (zinc chloride). The solvent is CN(C)C=O (DMF), C1CCOC1 (THF), C1CCOC1 (THF). Reaction conditions: temperature -30 celsius, time 15 minute. Product: N1=C2N(C(=C1)C1=CC=3C(=NC=C4C3N(N=C4)C)N1S(=O)(=O)C1=CC=C(C)C=C1)CCC2 (7-(6,7-dihydro-5H-pyrrolo[1,2-a]imidazol-3-yl)-1-methyl-6-tosyl-1,6-dihydropyrazolo[3,4-d]pyrrolo[2,3-b]pyridine). The yield is 241.7%. RXN SMILES: Br[C:2]1[N:6]2[CH2:7][CH2:8][CH2:9][C:5]2=[N:4][CH:3]=1.C([Mg]Br)(C)C.I[C:16]1[N:28]([S:29]([C:32]2[CH:38]=[CH:37][C:35]([CH3:36])=[CH:34][CH:33]=2)(=[O:31])=[O:30])[C:19]2=[N:20][CH:21]=[C:22]3[CH:26]=[N:25][N:24]([CH3:27])[C:23]3=[C:18]2[CH:17]=1.O>C1COCC1.CN(C=O)C.[Cl-].[Zn+2].[Cl-].C1C=CC([P]([Pd]([P](C2C=CC=CC=2)(C2C=CC=CC=2)C2C=CC=CC=2)([P](C2C=CC=CC=2)(C2C=CC=CC=2)C2C=CC=CC=2)[P](C2C=CC=CC=2)(C2C=CC=CC=2)C2C=CC=CC=2)(C2C=CC=CC=2)C2C=CC=CC=2)=CC=1>[N:4]1[CH:3]=[C:2]([C:16]2[N:28]([S:29]([C:32]3[CH:38]=[CH:37][C:35]([CH3:36])=[CH:34][CH:33]=3)(=[O:31])=[O:30])[C:19]3=[N:20][CH:21]=[C:22]4[CH:26]=[N:25][N:24]([CH3:27])[C:23]4=[C:18]3[CH:17]=2)[N:6]2[CH2:7][CH2:8][CH2:9][C:5]=12 |f:6.7.8,^1:56,58,77,96|. Procedure: To a flask was added 3-bromo-6,7-dihydro-5H-pyrrolo[1,2-a]imidazole (0.250 g, 1.33 mmol, Apollo) and THF (3 mL). The mixture was cooled to about −30° C. and then i-PrMgBr (2.0 M in THF, 0.735 mL, 1.47 mmol) was added. After about 15 min, in a separate flask, zinc chloride (0.219 g, 1.604 mmol) was dissolved in THF (3 mL) and then the solution was added dropwise to the mixture. After about 30 min at about −20° C., 7-iodo-1-methyl-6-tosyl-1,6-dihydropyrazolo[3,4-d]pyrrolo[2,3-b]pyridine (0.250 g, ... The reactants are Cl (hydrochloric acid), [H-].[Na+] (sodium hydride), SC=1C=C(C(=O)O)C=CC1 (3-mercapto-benzoic acid), ClC1=NC=C(C#N)C=C1 (6-chloro-nicotinonitrile). Run in CN(C=O)C (dimethylformamide). Reaction conditions: temperature 0 celsius, time 18 hour. The product is C(#N)C=1C=CC(=NC1)SC=1C=C(C(=O)O)C=CC1 (3-(5-cyano-pyridin-2-ylsulfanyl)-benzoic acid). Isolated yield 67.6%. RXN SMILES: [H-].[Na+].[SH:3][C:4]1[CH:5]=[C:6]([CH:10]=[CH:11][CH:12]=1)[C:7]([OH:9])=[O:8].Cl[C:14]1[CH:21]=[CH:20][C:17]([C:18]#[N:19])=[CH:16][N:15]=1.Cl>CN(C)C=O>[C:18]([C:17]1[CH:20]=[CH:21][C:14]([S:3][C:4]2[CH:5]=[C:6]([CH:10]=[CH:11][CH:12]=2)[C:7]([OH:9])=[O:8])=[N:15][CH:16]=1)#[N:19] |f:0.1|. Procedure details: Add sodium hydride (60% dispersion in mineral oil, 635 mg, 15.88 mmol) to a solution of 3-mercapto-benzoic acid (1.11 g, 7.22 mmol) in dimethylformamide (50 mL) chilled to 0° C. and stir. After 10 minutes add 6-chloro-nicotinonitrile (1.00 g, 7.22 mmol). Warm gradually to ambient temperature. After 18 hours, add 1N aqueous hydrochloric acid (200 mL). Filter resulting precipitate, washing with water and hexanes to yield the title compound as a tan solid (1.25 g, 68%): 1H NMR (DMSO-d6) δ 7.22 (d, ... Starting materials: O=C([O-])[O-], COC(=O)CCN, CC(=O)Cl, ClCCl, Cl, [K+], [K+]. The product is COC(=O)CCNC(C)=O. As a reaction SMILES: [C:13](=[O:14])([O-:15])[O-:16].[CH3:2][O:3][C:4]([CH2:5][CH2:6][NH2:7])=[O:8].[CH3:9][C:10]([Cl:11])=[O:12].[Cl:19][CH2:20][Cl:21].[ClH:1].[K+:17].[K+:18]>>[CH3:2][O:3][C:4]([CH2:5][CH2:6][NH:7][C:10]([CH3:9])=[O:12])=[O:8]. Starting materials: ClC=1C=C(C=CC1F)O (3-Chloro-4-fluorophenol), C(C)N(C(=O)Cl)CC (diethylcarbamoyl chloride). Product: C(C)N(C(OC1=CC(=C(C=C1)F)Cl)=O)CC (3-chloro-4-fluorophenyl diethylcarbamate). Reaction SMILES: [Cl:1][C:2]1[CH:3]=[C:4]([OH:9])[CH:5]=[CH:6][C:7]=1[F:8].[CH2:10]([N:12]([CH2:16][CH3:17])[C:13](Cl)=[O:14])[CH3:11]>>[CH2:10]([N:12]([CH2:16][CH3:17])[C:13](=[O:14])[O:9][C:4]1[CH:5]=[CH:6][C:7]([F:8])=[C:2]([Cl:1])[CH:3]=1)[CH3:11]. Reported procedure: 3-Chloro-4-fluorophenol was acylated with diethylcarbamoyl chloride to produce 3-chloro-4-fluorophenyl diethylcarbamate, which was converted to 3-chloro-4-fluoro-2-iodophenyl diethylcarbamate via ortho-metalation followed by treatment with iodine. Basic hydrolysis provided 3-chloro-4-fluoro-2-iodophenol, which was coupled to (2-hydroxyphenyl)boronic acid under Suzuki conditions to give 6-chloro-5-fluorobiphenyl-2,2′-diol. Copper-mediated cyclization provided 4-fluorodibenzo[b,d]furan-1-ol.